This data is from the Open Reaction Database (ORD), a public repository of structured organic reaction records. The task is: describe an organic reaction: reactants, conditions, products, and yield Starting materials: C(#N)C1=CC=C(C=C1)C(C)O (1-(4-Cyanophenyl)ethanol), C1(=CC=CC=C1)P(C1=CC=CC=C1)C1=CC=CC=C1 (triphenylphosphine), C(Br)(Br)(Br)Br (carbon tetrabromide). Run in C(C)OCC (diethyl ether). Yields the product C(#N)C1=CC=C(C=C1)C(C)Br (1-(4-Cyanophenyl)ethyl bromide). Reaction SMILES: [C:1]([C:3]1[CH:8]=[CH:7][C:6]([CH:9](O)[CH3:10])=[CH:5][CH:4]=1)#[N:2].C1(P(C2C=CC=CC=2)C2C=CC=CC=2)C=CC=CC=1.C(Br)(Br)(Br)[Br:32]>C(OCC)C>[C:1]([C:3]1[CH:8]=[CH:7][C:6]([CH:9]([Br:32])[CH3:10])=[CH:5][CH:4]=1)#[N:2]. Reported procedure: To a solution of 1-(4-Cyanophenyl)ethanol 1.01 g, 6.84 mmol), in diethyl ether (15 ml) and triphenylphosphine (2.14 g, 8.17 mmol), was added carbon tetrabromide (2.82 g, 8.50 mmol) in dieathylether (20 ml) at room temperature. After 30 min the reaction was filtered through celite and evaporated to dryness. The residue was purified by chromatography (SiO2, 5% EtOAc in hexanes) to afford the title compound as an oil